describe an organic reaction: reactants, conditions, products, and yield From a dataset of the Open Reaction Database (ORD), a public repository of structured organic reaction records. Starting materials: C(C)(C)(C)OC(=O)N([C@@]1(CN(CC1)C(=O)OCC1=CC=CC=C1)C)C (Benzyl (3S)-3-[(tert-butoxycarbonyl)(methyl)amino]-3-methylpyrrolidine-1-carboxylate). The reagents and catalysts are [OH-].[Pd+2].[OH-] (palladium hydroxide). The solvent is O1CCOCC1 (1,4-dioxane). Run at time 5 hour. Yields the product CN(C(OC(C)(C)C)=O)[C@@]1(CNCC1)C (tert-Butyl methyl[(3S)-3-methylpyrrolidin-3-yl]carbamate). As a reaction SMILES: [C:1]([O:5][C:6]([N:8]([CH3:25])[C@@:9]1([CH3:24])[CH2:13][CH2:12][N:11](C(OCC2C=CC=CC=2)=O)[CH2:10]1)=[O:7])([CH3:4])([CH3:3])[CH3:2]>O1CCOCC1.[OH-].[Pd+2].[OH-]>[CH3:25][N:8]([C@@:9]1([CH3:24])[CH2:13][CH2:12][NH:11][CH2:10]1)[C:6](=[O:7])[O:5][C:1]([CH3:4])([CH3:2])[CH3:3] |f:2.3.4|. Reported procedure: Benzyl (3S)-3-[(tert-butoxycarbonyl)(methyl)amino]-3-methylpyrrolidine-1-carboxylate (I-347) (367 mg, 1.05 mmol) was dissolved in 1,4-dioxane (10 ml), then palladium hydroxide catalyst (37 mg) was added, followed by stirring under hydrogen atmosphere at room temperature for 5 hours. The reaction liquid was filtered, and the filtrate was concentrated under reduced pressure to obtain a crude product of the entitled compound. This was used in the next reaction as such.